From a dataset of the Open Reaction Database (ORD), a public repository of structured organic reaction records. describe an organic reaction: reactants, conditions, products, and yield Starting materials: [C-]#N, COCN(c1cc(Cl)cnc1C(=O)c1ccc(F)nc1)S(=O)(=O)c1ccc(C(C)(C)C)cc1, [K+], CN(C)C=O. Product: COCN(c1cc(Cl)cnc1C(=O)c1ccc(C#N)nc1)S(=O)(=O)c1ccc(C(C)(C)C)cc1. As a reaction SMILES: [C-:34]#[N:35].[C:1]([CH3:2])([CH3:3])([CH3:4])[c:5]1[cH:6][cH:7][c:8]([S:11](=[O:12])(=[O:13])[N:14]([CH2:15][O:16][CH3:17])[c:18]2[c:19]([C:25](=[O:26])[c:27]3[cH:28][n:29][c:30]([F:33])[cH:31][cH:32]3)[n:20][cH:21][c:22]([Cl:24])[cH:23]2)[cH:9][cH:10]1.[K+:36].[O:37]=[CH:38][N:39]([CH3:40])[CH3:41]>>[C:1]([CH3:2])([CH3:3])([CH3:4])[c:5]1[cH:6][cH:7][c:8]([S:11](=[O:12])(=[O:13])[N:14]([CH2:15][O:16][CH3:17])[c:18]2[c:19]([C:25](=[O:26])[c:27]3[cH:28][n:29][c:30]([C:34]#[N:35])[cH:31][cH:32]3)[n:20][cH:21][c:22]([Cl:24])[cH:23]2)[cH:9][cH:10]1.